The task is: describe an organic reaction: reactants, conditions, products, and yield. This data is from the Open Reaction Database (ORD), a public repository of structured organic reaction records. Starting materials: C(=O)([O-])[O-].[Cs+].[Cs+] (Cs2CO3), OC(C(C)C)C1=C(C=C(C(=C1)C)OC)O (2-(1-hydroxy-2-methyl-propyl)-5-methoxy-4-methyl-phenol), BrCC(=O)OCC (ethyl bromoacetate). Solvent: C(C)#N (acetonitrile). Reaction conditions: time 3 hour. Product: C(C)OC(COC1=C(C=C(C(=C1)OC)C)C(C(C)C)O)=O ([2-(1-Hydroxy-2-methyl-propyl)-5-methoxy-4-methyl-phenoxy]-acetic acid ethyl ester). RXN SMILES: [OH:1][CH:2]([C:6]1[CH:11]=[C:10]([CH3:12])[C:9]([O:13][CH3:14])=[CH:8][C:7]=1[OH:15])[CH:3]([CH3:5])[CH3:4].C([O-])([O-])=O.[Cs+].[Cs+].Br[CH2:23][C:24]([O:26][CH2:27][CH3:28])=[O:25]>C(#N)C>[CH2:27]([O:26][C:24](=[O:25])[CH2:23][O:15][C:7]1[CH:8]=[C:9]([O:13][CH3:14])[C:10]([CH3:12])=[CH:11][C:6]=1[CH:2]([OH:1])[CH:3]([CH3:5])[CH3:4])[CH3:28] |f:1.2.3|. Procedure details: To a solution of the above prepared 2-(1-hydroxy-2-methyl-propyl)-5-methoxy-4-methyl-phenol (2.45 g, 11.65 mmol) in 22 mL acetonitrile were successively added Cs2CO3 (4.56 g, 1.2 eq.) and ethyl bromoacetate (1.35 mL, 1.05 eq.) and the mixture vigorously stirred at ambient temperature for 3 h. Pouring onto crashed ice/NH4Cl, twofold extraction with AcOEt, washing with water and brine, drying over magnesium sulfate, and evaporation of the solvents, followed by flash chromatography (SiO2, hexane/Ac...